The task is: describe an organic reaction: reactants, conditions, products, and yield. This data is from the Open Reaction Database (ORD), a public repository of structured organic reaction records. Run in N#CC. Product: O=C1C=2C=CC=CC2C(=O)N1C(C(=O)NC3=CC=C(F)C=C3F)CB4OC(C)(C)C(O4)(C)C. Conditions: temperature 80 celsius, time 15 hour. The yield is 15.0%. The reagents and catalysts are O1B(OC(C)(C)C1(C)C)B2OC(C)(C)C(O2)(C)C, [K].O=C(O)O, O=C(O)C, [B-](F)(F)(F)F.CC[N+](CC)(CC)CC, N=1C(OC)=CC(OC)=C2C=CC=CC12, [Pd].O=C(O)C. Starting materials: O=C1C=2C=CC=CC2C(=O)N1C(C(=O)NC3=CC=C(F)C=C3F)C. The reactants are NC1=C(C=CC(=C1)CC(C)C)C=1C(=CC=CC1)S(=O)(=O)NC1=C(C(=NO1)C)C (2'-Amino-N-(3,4-dimethyl-5-isoxazolyl)-4'-(2-methyl-propyl)[1,1'-biphenyl]-2-sulfonamide), C(C)(=O)[O-].[Na+] (sodium acetate), C(C)(=O)O (acetic acid), C=O (formaldehyde), C(#N)[BH3-].[Na+] (sodium cyanoborohydride). Run in CO (methanol). Conditions: time 1 hour. Product: CNC1=C(C=CC(=C1)CC(C)C)C=1C(=CC=CC1)S(=O)(=O)NC1=C(C(=NO1)C)C (2'-Methylamino-N-(3,4-dimethyl-5-isoxazolyl )-4'-(2-methylpropyl)[1,1'-biphenyl]-2-sulfonamide). The yield is 16.4%. Reaction SMILES: [NH2:1][C:2]1[CH:7]=[C:6]([CH2:8][CH:9]([CH3:11])[CH3:10])[CH:5]=[CH:4][C:3]=1[C:12]1[C:13]([S:18]([NH:21][C:22]2[O:26][N:25]=[C:24]([CH3:27])[C:23]=2[CH3:28])(=[O:20])=[O:19])=[CH:14][CH:15]=[CH:16][CH:17]=1.[C:29]([O-])(=O)C.[Na+].C(O)(=O)C.C=O.C([BH3-])#N.[Na+]>CO>[CH3:29][NH:1][C:2]1[CH:7]=[C:6]([CH2:8][CH:9]([CH3:11])[CH3:10])[CH:5]=[CH:4][C:3]=1[C:12]1[C:13]([S:18]([NH:21][C:22]2[O:26][N:25]=[C:24]([CH3:27])[C:23]=2[CH3:28])(=[O:20])=[O:19])=[CH:14][CH:15]=[CH:16][CH:17]=1 |f:1.2,5.6|. Procedure details: To a solution of the compound of Example 46 (135 mg, 0.34 mmol), sodium acetate (28 mg, 0.34 mmol) and acetic acid (41 mg, 0.68 mmol) in methanol (3.4 mL), formaldehyde (37% in water, 0.033 mL, 0.41 mmol) and sodium cyanoborohydride (21 mg, 0.34 mmol) were added. The mixture was stirred for 1 hour, concentrated, diluted with ethyl acetate and washed with water and brine, dred and concentrated. The residue was subjected to preparative HPLC on a 30×500 mm ODS S10 column using 56% methanol, 44% wat... The reactants are O=C([O-])[O-], CC(C)=O, COc1nc(Cl)nc(Cl)n1, Nc1ccc(O)cc1, [Na+], [Na+]. Product: COc1nc(Cl)nc(Nc2ccc(O)cc2)n1. Reaction SMILES: [C:19](=[O:20])([O-:21])[O-:22].[CH3:25][C:26](=[O:27])[CH3:28].[Cl:1][c:2]1[n:3][c:4]([O:9][CH3:10])[n:5][c:6]([Cl:8])[n:7]1.[NH2:11][c:12]1[cH:13][cH:14][c:15]([OH:18])[cH:16][cH:17]1.[Na+:23].[Na+:24]>>[c:2]1([NH:11][c:12]2[cH:13][cH:14][c:15]([OH:18])[cH:16][cH:17]2)[n:3][c:4]([O:9][CH3:10])[n:5][c:6]([Cl:8])[n:7]1. Starting materials: Oc1cc2c(cc1O)CN(Cc1ccccc1)C2, CI, CC(C)=O. Yields the product C[N+]1(Cc2ccccc2)Cc2cc(O)c(O)cc2C1, [I-]. RXN SMILES: [CH2:1]([c:2]1[cH:3][cH:4][cH:5][cH:6][cH:7]1)[N:8]1[CH2:9][c:10]2[cH:11][c:12]([OH:18])[c:13]([OH:17])[cH:14][c:15]2[CH2:16]1.[CH3:19][I:20].[CH3:21][C:22](=[O:23])[CH3:24]>>[CH2:1]([c:2]1[cH:3][cH:4][cH:5][cH:6][cH:7]1)[N+:8]1([CH3:19])[CH2:9][c:10]2[cH:11][c:12]([OH:18])[c:13]([OH:17])[cH:14][c:15]2[CH2:16]1.[I-:20]. Starting materials: C(=O)(O)[O-].[Na+] (NaHCO3), O (water), ice, C(C)(C)(C)[C@@H]1N([C@](C(N1C)=O)(C)CCCCCl)C(=O)OC(C)(C)C ((2S,5R)-tert-butyl 2-(tert-butyl)-5-(4-chlorobutyl)-3,5-dimethyl-4-oxoimidazolidine-1-carboxylate), C(=O)(C(F)(F)F)O (TFA). Solvent: C(Cl)Cl (DCM). Conditions: time 12 hour. Product: C(C)(C)(C)C1NC(C(N1C)=O)(C)CCCCCl (2-(tert-butyl)-5-(4-chlorobutyl)-3,5-dimethylimidazolidin-4-one). Yield: 92.9%. As a reaction SMILES: [C:1]([C@H:5]1[N:9]([CH3:10])[C:8](=[O:11])[C@:7]([CH2:13][CH2:14][CH2:15][CH2:16][Cl:17])([CH3:12])[N:6]1C(OC(C)(C)C)=O)([CH3:4])([CH3:3])[CH3:2].C(O)(C(F)(F)F)=O.C([O-])(O)=O.[Na+].O>C(Cl)Cl>[C:1]([CH:5]1[N:9]([CH3:10])[C:8](=[O:11])[C:7]([CH2:13][CH2:14][CH2:15][CH2:16][Cl:17])([CH3:12])[NH:6]1)([CH3:4])([CH3:2])[CH3:3] |f:2.3|. Procedure details: To an ice cooled of (2S,5R)-tert-butyl 2-(tert-butyl)-5-(4-chlorobutyl)-3,5-dimethyl-4-oxoimidazolidine-1-carboxylate (D44) (465 mg, 1.28 mmol) in dry DCM (2 ml), TFA (1 ml, 12.8 mmol) was added and the solution stirred for 12 hrs at RT. The reaction mixture was treated with NaHCO3 sat sol with vigorous stirring until pH˜7. The resulting mixture was poured into water and the aqueous phase extracted with DCM (3×10 ml), dried over Na2SO4 and evaporated in vacuo to afford the title compound (D45) (...